From a dataset of the Open Reaction Database (ORD), a public repository of structured organic reaction records. describe an organic reaction: reactants, conditions, products, and yield The reactants are C(C)OC(C(CC=C(C)C)(C)C)=O (2,2,5-trimethyl-4-hexenoic acid ethyl ester), C(CCC)[Li] (butyllithium), COP(OC)(=O)C (methanephosphonic acid dimethyl ester), C(C)(=O)O (acetic acid). Solvent: O1CCCC1 (tetrahydrofuran), CCCCCC (hexane), O1CCCC1 (tetrahydrofuran). Reaction conditions: time 15 minute. The product is COP(OC)(=O)CC(=O)C(CC=C(C)C)(C)C (2-(1,1,4-Trimethyl-3-pentenyl)-2-oxoethanephosphonic Acid Dimethyl Ester). The yield is 65.7%. RXN SMILES: C([Li])CCC.[CH3:6][O:7][P:8]([CH3:12])(=[O:11])[O:9][CH3:10].C([O:15][C:16](=O)[C:17]([CH3:24])([CH3:23])[CH2:18][CH:19]=[C:20]([CH3:22])[CH3:21])C.C(O)(=O)C>CCCCCC.O1CCCC1>[CH3:6][O:7][P:8]([CH2:12][C:16]([C:17]([CH3:24])([CH3:23])[CH2:18][CH:19]=[C:20]([CH3:22])[CH3:21])=[O:15])(=[O:11])[O:9][CH3:10]. Procedure details: Under argon at -60° C., 49.5 ml of a 2.02 N butyllithium solution in hexane was added dropwise to a solution of 13 g of methanephosphonic acid dimethyl ester in 160 ml of absolute tetrahydrofuran. After 15 minutes, a solution of 9.2 g of 2,2,5-trimethyl-4-hexenoic acid ethyl ester in 25 ml of absolute tetrahydrofuran was added dropwise thereto. After 2 hours at -60° C., the reaction mixture was allowed to warm up to room temperature within one hour, combined with 5.72 ml of glacial acetic acid, ... Yields the product C(CCC)NC1=NC(=C(C(N1C)=O)CCCl)C (2-(butylamino)-5-(2-chloroethyl)-3,6-dimethyl-4(3H)pyrimidinone). Starting materials: CN(C1=NC(=C(C(N1)=O)CCO)C)C (2-dimethylamino-5-(2-hydroxyethyl)-6-methyl-4(3H)-pyrimidinone), Cl.ClCCC=1C(N(C(=NC1C)N(C)C)CC)=O (5-(2-chloroethyl)-2-(dimethylamino)-3-ethyl-6-methyl-4(3H)-pyrimidinone monohydrochloride), ClCCC=1C(N(C(=NC1C)N(C)C)C)=O (5-(2-chloroethyl)-2-(dimethylamino)-3,6-dimethyl-4(3H)-pyrimidinone), ClCCC=1C(N(C(=NC1C)N(C)C)CCC)=O (5-(2-chloroethyl)-2-(dimethylamino)-6-methyl-3-propyl-4(3H)-pyrimidinone). RXN SMILES: CN(C)C1NC(=O)[C:6](CCO)=[C:5]([CH3:13])N=1.[Cl:15][CH2:16][CH2:17][C:18]1[C:19](=[O:29])[N:20]([CH3:28])[C:21]([N:25]([CH3:27])C)=[N:22][C:23]=1[CH3:24].ClCCC1C(=O)N(CCC)C(N(C)C)=NC=1C.Cl.ClCCC1C(=O)N(CC)C(N(C)C)=NC=1C>>[CH2:27]([NH:25][C:21]1[N:20]([CH3:28])[C:19](=[O:29])[C:18]([CH2:17][CH2:16][Cl:15])=[C:23]([CH3:24])[N:22]=1)[CH2:6][CH2:5][CH3:13] |f:3.4|. Procedure: and further, following the same procedures 2-dimethylamino-5-(2-hydroxyethyl)-6-methyl-4(3H)-pyrimidinone (Coll. Czech. Chem. Commun., 32, 1582, 1967) was converted into 5-(2-chloroethyl)-2-(dimethylamino)-3,6-dimethyl-4(3H)-pyrimidinone (interm. 32); 5-(2-chloroethyl)-2-(dimethylamino)-6-methyl-3-propyl-4(3H)-pyrimidinone (interm. 33); and 5-(2-chloroethyl)-2-(dimethylamino)-3-ethyl-6-methyl-4(3H)-pyrimidinone monohydrochloride (interm. 34). Starting materials: O (water), C(C)OC(=O)N1CCC(=CC1)C1=CNC2=NC=CC=C21 (4-(1H-pyrrolo[2,3-b]pyridin-3-yl)-3,6-dihydro-2H-pyridine-1-carboxylic acid ethyl ester), C(C)OCCBr (2-bromoethyl ethyl ether), [H-].[Na+] (sodium hydride). The solvent is CN(C)C=O (DMF). Reaction conditions: time 24 hour. The product is C(C)OC(=O)N1CCC(=CC1)C1=CN(C2=NC=CC=C21)CCOCC (4-[1-(2-ethoxyethyl)-1H-pyrrolo[2,3-b]pyridin-3-yl]-3,6-dihydro-2H-pyridine-1-carboxylic acid ethyl ester). Reaction SMILES: [CH2:1]([O:3][C:4]([N:6]1[CH2:11][CH:10]=[C:9]([C:12]2[C:20]3[C:15](=[N:16][CH:17]=[CH:18][CH:19]=3)[NH:14][CH:13]=2)[CH2:8][CH2:7]1)=[O:5])[CH3:2].[H-].[Na+].[CH2:23]([O:25][CH2:26][CH2:27]Br)[CH3:24].O>CN(C=O)C>[CH2:1]([O:3][C:4]([N:6]1[CH2:7][CH:8]=[C:9]([C:12]2[C:20]3[C:15](=[N:16][CH:17]=[CH:18][CH:19]=3)[N:14]([CH2:24][CH2:23][O:25][CH2:26][CH3:27])[CH:13]=2)[CH2:10][CH2:11]1)=[O:5])[CH3:2] |f:1.2|. Procedure details: 1.30 g (4.76 mmol) of 4-(1H-pyrrolo[2,3-b]pyridin-3-yl)-3,6-dihydro-2H-pyridine-1-carboxylic acid ethyl ester were dissolved in 11 ml of DMF and, at room temperature, 0.25 g (5.6 mmol) of 60% sodium hydride were carefully added. This mixture was stirred for half an hour at room temperature. 0.75 ml (6.0 mmol) of 2-bromoethyl ethyl ether were dropwise added and the stirring was continued for 24 hours at 60° C. The reaction mixture was cooled to room temperature and poured over cold water. This aq... Reactants: CC(=O)[O-], CC(=O)O, O=c1c2cc(-c3cccnc3)ccc2oc2ccnc(Cl)c12, [NH4+]. Yields the product O=c1[nH]ccc2oc3ccc(-c4cccnc4)cc3c(=O)c12. RXN SMILES: [CH3:24][C:25]([O-:26])=[O:27].[CH3:28][C:29](=[O:30])[OH:31].[Cl:1][c:2]1[n:3][cH:4][cH:5][c:6]2[c:7]1[c:8](=[O:22])[c:9]1[cH:10][c:11](-[c:16]3[cH:17][n:18][cH:19][cH:20][cH:21]3)[cH:12][cH:13][c:14]1[o:15]2.[NH4+:23]>>[c:2]1(=[O:26])[nH:3][cH:4][cH:5][c:6]2[c:7]1[c:8](=[O:22])[c:9]1[cH:10][c:11](-[c:16]3[cH:17][n:18][cH:19][cH:20][cH:21]3)[cH:12][cH:13][c:14]1[o:15]2. The reactants are O=C([O-])[O-], CO, OB(O)c1ccc(Cl)cc1Cl, ClCCl, COC(=O)c1ccnc(Cl)c1, [K+], [K+], O, Cl[Pd]Cl. Yields the product COC(=O)c1ccnc(-c2ccc(Cl)cc2Cl)c1. RXN SMILES: [C:1](=[O:2])([O-:3])[O-:4].[CH3:29][OH:30].[Cl:18][c:19]1[c:20]([B:26]([OH:27])[OH:28])[cH:21][cH:22][c:23]([Cl:25])[cH:24]1.[Cl:32][CH2:33][Cl:34].[Cl:7][c:8]1[cH:9][c:10]([C:11](=[O:12])[O:13][CH3:14])[cH:15][cH:16][n:17]1.[K+:5].[K+:6].[OH2:31].[Pd:35]([Cl:36])[Cl:37]>>[c:8]1(-[c:20]2[c:19]([Cl:18])[cH:24][c:23]([Cl:25])[cH:22][cH:21]2)[cH:9][c:10]([C:11](=[O:12])[O:13][CH3:14])[cH:15][cH:16][n:17]1. Reactants: C1(=CC=CC=C1)[C@H]1[C@@H](CCCC1)O ((-)-(1R,2S)-2-phenylcyclohexanol), ClCC(=O)Cl (chloroacetyl chloride), C(=O)(O)[O-].[Na+] (NaHCO3). The reagents and catalysts are CN(C1=CC=NC=C1)C (4-dimethylaminopyridine). Run in C(Cl)Cl (methylene chloride). Product: ClCC(=O)O[C@H]1[C@@H](CCCC1)C1=CC=CC=C1 ((-)-(1R, 2S)-2-Phenylcyclohexyl Chloroacetate). Yield: 100.3%. RXN SMILES: [C:1]1([C@@H:7]2[CH2:12][CH2:11][CH2:10][CH2:9][C@H:8]2[OH:13])[CH:6]=[CH:5][CH:4]=[CH:3][CH:2]=1.[Cl:14][CH2:15][C:16](Cl)=[O:17].C([O-])(O)=O.[Na+]>CN(C)C1C=CN=CC=1.C(Cl)Cl>[Cl:14][CH2:15][C:16]([O:13][C@@H:8]1[CH2:9][CH2:10][CH2:11][CH2:12][C@H:7]1[C:1]1[CH:6]=[CH:5][CH:4]=[CH:3][CH:2]=1)=[O:17] |f:2.3|. Procedure: A mixture of 790 g (4.48 mole) of pure (-)-(1R,2S)-2-phenylcyclohexanol, 1.5 L of methylene chloride, 450 mL (5.625 mole) of chloroacetyl chloride, and 2.2 g (0.96 mole) of 4-dimethylaminopyridine was heated at reflux for 8 hours. On cooling, the reaction mixture was stirred with 2 ×1.5 L=3.0 L of saturated NaHCO3 for 30 minutes. The organic layer was dried (Na2SO4) and evaporated to dryness, finally at 0.5 mm for 4 hours to afford 1.136 kg of the title compound (100%) as an oil. The reactants are C(CCC)N1C(=NC=C1C=O)C1=CC=CC=C1 (1-(1-Butyl)-2-phenylimidazole-5-carboxaldehyde), C[Li] (methyl lithium). Run in C(C)OCC (diethyl ether). Run at time 10 minute. The product is C(CCC)N1C(=NC=C1C(C)O)C1=CC=CC=C1 (1-Butyl-2-phenyl-5-(1-hydroxyethyl)imidazole). As a reaction SMILES: [CH2:1]([N:5]1[C:9]([CH:10]=[O:11])=[CH:8][N:7]=[C:6]1[C:12]1[CH:17]=[CH:16][CH:15]=[CH:14][CH:13]=1)[CH2:2][CH2:3][CH3:4].[CH3:18][Li]>C(OCC)C>[CH2:1]([N:5]1[C:9]([CH:10]([OH:11])[CH3:18])=[CH:8][N:7]=[C:6]1[C:12]1[CH:17]=[CH:16][CH:15]=[CH:14][CH:13]=1)[CH2:2][CH2:3][CH3:4]. Procedure: A solution of aldehyde 102 (230 mg) in diethyl ether (30 mL) is placed in a separatory funnel and treated with a solution of methyl lithium (1.4 M in THF, 1.5 mL). After 10 min, the solution is washed with ammonium chloride solution (1 M, 20 mL), dried (Na2SO4) and concentrated. The resulting dark oil is purified by preparative TLC (10% MeOH/CHCl3) to provide compound 107 as a colorless oil. 1H NMR (400 MHz, CDCl3) δ 7.56 (d, J=2 Hz, 2H), 7.4 (m, 3H), 7.01 (s, 1H), 4.86 (q, J=7 Hz, 1H), 4.18 (m,...